Dataset: the Open Reaction Database (ORD), a public repository of structured organic reaction records. Task: describe an organic reaction: reactants, conditions, products, and yield Reactants: CC1C(=O)CCc2cccc(Br)c21, CCCN, ClCCl, [Mg+2], O=S(=O)([O-])[O-]. Yields the product CCCN=C1CCc2cccc(Br)c2C1C. As a reaction SMILES: [Br:1][c:2]1[cH:3][cH:4][cH:5][c:6]2[c:11]1[CH:10]([CH3:12])[C:9](=[O:13])[CH2:8][CH2:7]2.[CH2:20]([CH2:21][CH3:22])[NH2:23].[Cl:24][CH2:25][Cl:26].[Mg+2:14].[O-:15][S:16](=[O:17])(=[O:18])[O-:19]>>[Br:1][c:2]1[cH:3][cH:4][cH:5][c:6]2[c:11]1[CH:10]([CH3:12])[C:9](=[N:23][CH2:20][CH2:21][CH3:22])[CH2:8][CH2:7]2. The reactants are CC(=O)OC(C)=O, Nn1c(=O)c(=O)[nH]c2ccccc21, c1ccncc1. Product: CC(=O)Nn1c(=O)c(=O)[nH]c2ccccc21. As a reaction SMILES: [CH3:14][C:15](=[O:16])[O:17][C:18](=[O:19])[CH3:20].[NH2:1][n:2]1[c:3](=[O:13])[c:4](=[O:12])[nH:5][c:6]2[cH:7][cH:8][cH:9][cH:10][c:11]12.[cH:21]1[cH:22][cH:23][n:24][cH:25][cH:26]1>>[NH:1]([n:2]1[c:3](=[O:13])[c:4](=[O:12])[nH:5][c:6]2[cH:7][cH:8][cH:9][cH:10][c:11]12)[C:15]([CH3:14])=[O:16]. Starting materials: IC=1C=C2C(N(C(=NC2=CC1)CCC)CC1=CC=C(C=C1)C1=C(C=CC=C1)NS(=O)(=O)C(C)(C)C)=O (6-iodo-2-propyl-3-[(2'-(t-butylsulphonamido)biphen-4-yl)methyl]-quinazolin-4(3H)-one), C[Sn](C1=NC=CC=C1)(C)C (2-trimethylstannylpyridine). Reagents/catalysts: Cl[Pd]([P](C1=CC=CC=C1)(C2=CC=CC=C2)C3=CC=CC=C3)([P](C4=CC=CC=C4)(C5=CC=CC=C5)C6=CC=CC=C6)Cl (bis(triphenylphophine)palladium dichloride). Run in CN(C)C=O (DMF). The product is N1=C(C=CC=C1)C=1C=C2C(N(C(=NC2=CC1)CCC)CC1=CC=C(C=C1)C1=C(C=CC=C1)NS(=O)(=O)C(C)(C)C)=O (6-(2-Pyridyl)-2-propyl-3-[(2'-(t-butylsulphonamido)biphen-4-yl)methyl]-quinazolin-4(3H)-one). As a reaction SMILES: I[C:2]1[CH:3]=[C:4]2[C:9](=[CH:10][CH:11]=1)[N:8]=[C:7]([CH2:12][CH2:13][CH3:14])[N:6]([CH2:15][C:16]1[CH:21]=[CH:20][C:19]([C:22]3[CH:27]=[CH:26][CH:25]=[CH:24][C:23]=3[NH:28][S:29]([C:32]([CH3:35])([CH3:34])[CH3:33])(=[O:31])=[O:30])=[CH:18][CH:17]=1)[C:5]2=[O:36].C[Sn](C)(C)[C:39]1[CH:44]=[CH:43][CH:42]=[CH:41][N:40]=1>CN(C=O)C.Cl[Pd](Cl)([P](C1C=CC=CC=1)(C1C=CC=CC=1)C1C=CC=CC=1)[P](C1C=CC=CC=1)(C1C=CC=CC=1)C1C=CC=CC=1>[N:40]1[CH:41]=[CH:42][CH:43]=[CH:44][C:39]=1[C:2]1[CH:3]=[C:4]2[C:9](=[CH:10][CH:11]=1)[N:8]=[C:7]([CH2:12][CH2:13][CH3:14])[N:6]([CH2:15][C:16]1[CH:17]=[CH:18][C:19]([C:22]3[CH:27]=[CH:26][CH:25]=[CH:24][C:23]=3[NH:28][S:29]([C:32]([CH3:33])([CH3:34])[CH3:35])(=[O:30])=[O:31])=[CH:20][CH:21]=1)[C:5]2=[O:36] |^1:54,73|. Reported procedure: A solution of 0.5 g (0.8 mmol) of 6-iodo-2-propyl-3-[(2'-(t-butylsulphonamido)biphen-4-yl)methyl]-quinazolin-4(3H)-one in 3 mL of dry DMF under nitrogen was treated with 0.24 g (1.1 mmol) of 2-trimethylstannylpyridine and 10 mg (0.01 mmol) bis(triphenylphophine)palladium dichloride. The solution was heated at 80°-90° C. for 2 hours to give a black solution. The reaction mixture was concentrated in vacuo and the residue was purified by flash chromatography over silica gel eluting with 40% EtOAc/h... Starting materials: ClC(=O)N1CC(C1)OC1=CC(=CC=C1)Cl (1-chlorocarbonyl-3-(3-chlorophenoxy) azetidine), CN (methylamine). Solvent: O (water), O1CCCC1 (tetrahydrofuran). Run at time 16 hour. The product is ClC=1C=C(OC2CN(C2)C(=O)NC)C=CC1 (3-(3-Chlorophenoxy)-N-methyl-1-azetidinecarboxamide). Yield: 39.1%. As a reaction SMILES: Cl[C:2]([N:4]1[CH2:7][CH:6]([O:8][C:9]2[CH:14]=[CH:13][CH:12]=[C:11]([Cl:15])[CH:10]=2)[CH2:5]1)=[O:3].[CH3:16][NH2:17]>O1CCCC1.O>[Cl:15][C:11]1[CH:10]=[C:9]([CH:14]=[CH:13][CH:12]=1)[O:8][CH:6]1[CH2:7][N:4]([C:2]([NH:17][CH3:16])=[O:3])[CH2:5]1. Procedure details: A solution of 1-chlorocarbonyl-3-(3-chlorophenoxy) azetidine (0.01275 mole) in 20 ml of tetrahydrofuran was treated with 4 ml (0.05 mole) of 40% aqueous methylamine and stirred for 16 hr. The reaction mixture was diluted with water until an oil began to separate, then extracted with 3×50 ml of benzene. The combined extracts were dried over magnesium sulfate and concentrated to a solid which was recrystallized from benzene/ligoin to yield 1.2 g (40.0%) of fine white crystals, m.p. 140°-141° C. The reactants are ClC1=CC=C2C=CC(=NC2=C1)C=CC=1C=C(C=CC1)C(C=C)O (1-(3-(2-(7-chloro-2-quinolinyl)ethenyl)phenyl)-2-propen-1-ol), [Li]OC(=O)C.O (LiOAc·H2O), [Li+].[Cl-] (LiCl), IC1=C(C=CC=C1)C(C(=O)OC)C (methyl 2-(2-iodo-phenyl)propanoate). The reagents and catalysts are [N+](CCCC)(CCCC)(CCCC)CCCC.[Cl-] (n-Bu4NCl), CC(=O)[O-].CC(=O)[O-].[Pd+2] (Pd(OAc)2). Solvent: C(=O)(O)[O-].[Na+] (NaHCO3). Reaction conditions: temperature 100 celsius, time 2 hour. Yields the product ClC1=CC=C2C=CC(=NC2=C1)C=CC=1C=C(C=CC1)C(CCC1=C(C=CC=C1)C(C(=O)OC)C)=O (Methyl 2-(2-(3-(3-(2-(7-chloro-2-quinolinyl)ethenyl)phenyl)-3-oxopropyl)phenyl)propanoate). Reaction SMILES: [Cl:1][C:2]1[CH:11]=[C:10]2[C:5]([CH:6]=[CH:7][C:8]([CH:12]=[CH:13][C:14]3[CH:15]=[C:16]([CH:20]([OH:23])[CH:21]=[CH2:22])[CH:17]=[CH:18][CH:19]=3)=[N:9]2)=[CH:4][CH:3]=1.[Li]OC(C)=O.O.[Li+].[Cl-].I[C:33]1[CH:38]=[CH:37][CH:36]=[CH:35][C:34]=1[CH:39]([CH3:44])[C:40]([O:42][CH3:43])=[O:41]>[N+](CCCC)(CCCC)(CCCC)CCCC.[Cl-].CC([O-])=O.CC([O-])=O.[Pd+2].C([O-])(O)=O.[Na+]>[Cl:1][C:2]1[CH:11]=[C:10]2[C:5]([CH:6]=[CH:7][C:8]([CH:12]=[CH:13][C:14]3[CH:15]=[C:16]([C:20](=[O:23])[CH2:21][CH2:22][C:33]4[CH:38]=[CH:37][CH:36]=[CH:35][C:34]=4[CH:39]([CH3:44])[C:40]([O:42][CH3:43])=[O:41])[CH:17]=[CH:18][CH:19]=3)=[N:9]2)=[CH:4][CH:3]=1 |f:1.2,3.4,6.7,8.9.10,11.12|. Procedure details: A degassed suspension of the product of Step 1 (15.0 g, 46.6 mmol), n-Bu4NCl (25.9 g, 93 mmol), LiOAc·H2O (7.7 g, 115 mmol), LiCl (1.98 g, 93 mmol), Pd(OAc)2 (0.315 g, 1.4 mmol), and methyl 2-(2-iodo-phenyl)propanoate in DMf (90 mL) was stirred for 2 hours at 100° C. The dark red solution was then cooled to 0° C. and poured into saturated NaHCO3 solution (500 mL). The product was extracted with EtOAc and the organic layer was washed with H2O followed by brine. The solvent was removed under vacuu... Reactants: C[C@@H]1CC[C@@H](CN1C(=O)OCC1=CC=CC=C1)C(=O)OC (3-methyl 1-(phenylmethyl) (3S,6R)-6-methyl-1,3-piperidinedicarboxylate), Cl (HCl). Run in O1CCOCC1 (1,4-dioxane). Reaction conditions: temperature 100 celsius, time 3 hour. Yields the product C[C@@H]1CC[C@@H](CN1)C(=O)O ((3S,6R)-6-Methyl-3-piperidinecarboxylic acid). As a reaction SMILES: [CH3:1][C@H:2]1[N:7](C(OCC2C=CC=CC=2)=O)[CH2:6][C@@H:5]([C:18]([O:20]C)=[O:19])[CH2:4][CH2:3]1.Cl>O1CCOCC1>[CH3:1][C@H:2]1[NH:7][CH2:6][C@@H:5]([C:18]([OH:20])=[O:19])[CH2:4][CH2:3]1. Reported procedure: Into a 75 mL sealable tube, were added 3-methyl 1-(phenylmethyl) (3S,6R)-6-methyl-1,3-piperidinedicarboxylate (10 g, 34.3 mmol), 1,4-dioxane (20 mL) and concentrated HCl (20 mL), and the mixture was stirred at 100° C. for 3 hours. The mixture was then cooled to room temperature. HPLC showed no starting material and NMR showed major was the desired product. The solution was transfered to a 500 mL round bottom flask, and concentrated to dryness. Trituration with Et2O and CH3CN afforded the HCl sal... The reactants are FC(C(=O)O)(F)F.C(C)S(=O)(=O)N1CCC(CC1)C1=CNC2=C(C=C(C=C12)C1=CSC(=C1)CN(C)[C@H](CO)C)C(=O)N (3-[1-(ethylsulfonyl)-4-piperidinyl]-5-(5-{[[(1S)-2-hydroxy-1-methylethyl](methyl)amino]methyl}-3-thienyl)-1H-indole-7-carboxamide trifluoroacetate), N[C@H](CO)C ((2S)-2-amino-1-propanol). The product is FC(C(=O)O)(F)F.O=S1(CC(CC1)N(C)CC1=CC(=CS1)C=1C=C2C(=CNC2=C(C1)C(=O)N)C1CCN(CC1)S(=O)(=O)CC)=O (5-(5-{[(1,1-dioxidotetrahydro-3-thienyl)(methyl)amino]methyl}-3-thienyl)-3-[1-(ethylsulfonyl)-4-piperidinyl]-1H-indole-7-carboxamide trifluoroacetate). As a reaction SMILES: [F:1][C:2]([F:7])([F:6])[C:3]([OH:5])=[O:4].[CH2:8]([S:10]([N:13]1[CH2:18][CH2:17][CH:16]([C:19]2[C:27]3[C:22](=[C:23]([C:40]([NH2:42])=[O:41])[CH:24]=[C:25]([C:28]4[CH:32]=[C:31]([CH2:33][N:34]([C@@H:36]([CH3:39])[CH2:37]O)[CH3:35])[S:30][CH:29]=4)[CH:26]=3)[NH:21][CH:20]=2)[CH2:15][CH2:14]1)(=[O:12])=[O:11])[CH3:9].N[C@@H](C)CO>>[F:1][C:2]([F:7])([F:6])[C:3]([OH:5])=[O:4].[O:11]=[S:10]1(=[O:12])[CH2:8][CH2:39][CH:36]([N:34]([CH2:33][C:31]2[S:30][CH:29]=[C:28]([C:25]3[CH:26]=[C:27]4[C:22](=[C:23]([C:40]([NH2:42])=[O:41])[CH:24]=3)[NH:21][CH:20]=[C:19]4[CH:16]3[CH2:15][CH2:14][N:13]([S:10]([CH2:8][CH3:9])(=[O:11])=[O:12])[CH2:18][CH2:17]3)[CH:32]=2)[CH3:35])[CH2:37]1 |f:0.1,3.4|. Procedure: The title compound was prepared according to the general procedure of 3-[1-(ethylsulfonyl)-4-piperidinyl]-5-(5-{[[(1S)-2-hydroxy-1-methylethyl](methyl)amino]methyl}-3-thienyl)-1H-indole-7-carboxamide trifluoroacetate, substituting (1,1-dioxidotetrahydro-3-thienyl)amine (1.20 mmol) for (2S)-2-amino-1-propanol to afford 9.3 mg of the title compound. Reactants: IC1=CN(C2=CC=C(C=C12)C1=NN=C(O1)NC(C)C)S(=O)(=O)C1=CC=C(C)C=C1 (5-(3-iodo-1-tosyl-1H-indol-5-yl)-N-isopropyl-1,3,4-oxadiazol-2-amine), ClC1=NC=CC(=N1)[Sn](CCCC)(CCCC)CCCC (2-chloro-4-(tributylstannyl)pyrimidine). Reagents/catalysts: C=1C=CC(=CC1)[P](C=2C=CC=CC2)(C=3C=CC=CC3)[Pd]([P](C=4C=CC=CC4)(C=5C=CC=CC5)C=6C=CC=CC6)([P](C=7C=CC=CC7)(C=8C=CC=CC8)C=9C=CC=CC9)[P](C=1C=CC=CC1)(C=1C=CC=CC1)C=1C=CC=CC1 (tetrakis(triphenylphosphine)palladium), [Cu]I (CuI). Run in CN(C)C=O (DMF), C(Cl)Cl (DCM). Reaction conditions: temperature 100 celsius. Yields the product ClC1=NC=CC(=N1)C1=CN(C2=CC=C(C=C12)C1=NN=C(O1)NC(C)C)S(=O)(=O)C1=CC=C(C)C=C1 (5-(3-(2-chloropyrimidin-4-yl)-1-tosyl-1H-indol-5-yl)-N-isopropyl-1,3,4-oxadiazol-2-amine). The yield is 69.0%. RXN SMILES: I[C:2]1[C:10]2[C:5](=[CH:6][CH:7]=[C:8]([C:11]3[O:15][C:14]([NH:16][CH:17]([CH3:19])[CH3:18])=[N:13][N:12]=3)[CH:9]=2)[N:4]([S:20]([C:23]2[CH:29]=[CH:28][C:26]([CH3:27])=[CH:25][CH:24]=2)(=[O:22])=[O:21])[CH:3]=1.[Cl:30][C:31]1[N:36]=[C:35]([Sn](CCCC)(CCCC)CCCC)[CH:34]=[CH:33][N:32]=1>CN(C=O)C.C(Cl)Cl.C1C=CC([P]([Pd]([P](C2C=CC=CC=2)(C2C=CC=CC=2)C2C=CC=CC=2)([P](C2C=CC=CC=2)(C2C=CC=CC=2)C2C=CC=CC=2)[P](C2C=CC=CC=2)(C2C=CC=CC=2)C2C=CC=CC=2)(C2C=CC=CC=2)C2C=CC=CC=2)=CC=1.[Cu]I>[Cl:30][C:31]1[N:36]=[C:35]([C:2]2[C:10]3[C:5](=[CH:6][CH:7]=[C:8]([C:11]4[O:15][C:14]([NH:16][CH:17]([CH3:18])[CH3:19])=[N:13][N:12]=4)[CH:9]=3)[N:4]([S:20]([C:23]3[CH:24]=[CH:25][C:26]([CH3:27])=[CH:28][CH:29]=3)(=[O:22])=[O:21])[CH:3]=2)[CH:34]=[CH:33][N:32]=1 |^1:61,63,82,101|. Reported procedure: A glass microwave reaction vessel was charged with 5-(3-iodo-1-tosyl-1H-indol-5-yl)-N-isopropyl-1,3,4-oxadiazol-2-amine (1.00 g, 1.914 mmol) and 2-chloro-4-(tributylstannyl)pyrimidine (0.966 g, 2.393 mmol) in DMF (5 mL) followed by tetrakis(triphenylphosphine)palladium (0.111 g, 0.096 mmol) and CuI (0.016 mL, 0.479 mmol). The reaction mixture was stirred and heated in an Initiator microwave reactor (Personal Chemistry, Biotage AB, Inc., Upssala, Sweden) at 100° C. for 1 h. The mixture was dilute...